The task is: describe an organic reaction: reactants, conditions, products, and yield. This data is from the Open Reaction Database (ORD), a public repository of structured organic reaction records. As a reaction SMILES: [NH2:20][CH:21]([CH2:22][CH2:23][CH2:24][CH3:25])[CH2:26][OH:27].[c:1]1([CH2:7][O:8][C:9](=[O:10])[NH:11][CH:12]([CH2:13][CH:14]([CH3:15])[CH3:16])[C:17](=[O:18])[OH:19])[cH:2][cH:3][cH:4][cH:5][cH:6]1>>[c:1]1([CH2:7][O:8][C:9](=[O:10])[NH:11][CH:12]([CH2:13][CH:14]([CH3:15])[CH3:16])[C:17](=[O:19])[NH:20][CH:21]([CH2:22][CH2:23][CH2:24][CH3:25])[CH2:26][OH:27])[cH:2][cH:3][cH:4][cH:5][cH:6]1. Starting materials: CCCCC(N)CO, CC(C)CC(NC(=O)OCc1ccccc1)C(=O)O. The product is CCCCC(CO)NC(=O)C(CC(C)C)NC(=O)OCc1ccccc1. Reactants: C(C1=CC=CC=C1)OC1=CC=C(C=C1)O[Si](C)(C)C(C)(C)C (1-(Benzyloxy)-4-(tert-butyldimethylsilyloxy)benzene). The reagents and catalysts are [Pd] (palladium). Solvent: C(C)(=O)OCC (ethyl acetate). Yields the product [Si](C)(C)(C(C)(C)C)OC1=CC=C(C=C1)O (4-(tert-butyldimethylsilyloxy)-phenol). Isolated yield 97.0%. RXN SMILES: C([O:8][C:9]1[CH:14]=[CH:13][C:12]([O:15][Si:16]([C:19]([CH3:22])([CH3:21])[CH3:20])([CH3:18])[CH3:17])=[CH:11][CH:10]=1)C1C=CC=CC=1>C(OCC)(=O)C.[Pd]>[Si:16]([O:15][C:12]1[CH:13]=[CH:14][C:9]([OH:8])=[CH:10][CH:11]=1)([C:19]([CH3:22])([CH3:21])[CH3:20])([CH3:18])[CH3:17]. Procedure details: 1-(Benzyloxy)-4-(tert-butyldimethylsilyloxy)benzene was dissolved in ethyl acetate (400 ml) and 5 g of palladium on active carbon (5%) were added. After hydrogenation, the catalyst was removed by filtration and the solvents were removed under vacuo, to yield 42 g of 4-(tert-butyldimethylsilyloxy)-phenol (97%). Reactants: Cl, O=C1OC2CC1CCC2I, C1CCOC1, O. The product is O=C(O)C1CCC(I)C(O)C1. RXN SMILES: [ClH:17].[I:1][CH:2]1[CH2:3][CH2:4][CH:5]2[C:6](=[O:10])[O:7][CH:8]1[CH2:9]2.[O:11]1[CH2:12][CH2:13][CH2:14][CH2:15]1.[OH2:16]>>[I:1][CH:2]1[CH2:3][CH2:4][CH:5]([C:6]([OH:10])=[O:11])[CH2:9][CH:8]1[OH:7].